describe an organic reaction: reactants, conditions, products, and yield From a dataset of the Open Reaction Database (ORD), a public repository of structured organic reaction records. The reactants are ClC=1C(=C(C(=O)F)C(=C(C1F)Cl)F)F (3,5-dichloro-2,4,6-trifluorobenzoyl fluoride), Cl (hydrochloric acid), [BH4-].[Na+] (sodium borohydride), O (water). The solvent is O1CCOCC1 (dioxane), O1CCOCC1 (dioxane). Run at temperature 20 celsius, time 2 hour. Product: ClC=1C(=C(CO)C(=C(C1F)Cl)F)F (3,5-dichloro-2,4,6-trifluorobenzyl alcohol). Reaction SMILES: [BH4-].[Na+].[Cl:3][C:4]1[C:5]([F:16])=[C:6]([C:10]([F:15])=[C:11]([Cl:14])[C:12]=1[F:13])[C:7](F)=[O:8].O.Cl>O1CCOCC1>[Cl:3][C:4]1[C:5]([F:16])=[C:6]([C:10]([F:15])=[C:11]([Cl:14])[C:12]=1[F:13])[CH2:7][OH:8] |f:0.1|. Procedure details: 400 ml of dry dioxane and 55 g of sodium borohydride are initially introduced into a 2 l three-necked flask with a stirrer, reflux condenser and dropping funnel at 20° C., and 247 g of 3,5-dichloro-2,4,6-trifluorobenzoyl fluoride, dissolved in 250 ml of dry dioxane, are then added dropwise at this temperature. When the addition has ended, the mixture is stirred at 20° C. for a further 2 hours and then warmed to the reflux temperature for 1 hour. The solution is cooled to room temperature, a tota... Starting materials: ( 2 ), C(C)(C)(C)NC1=NC=CC=2C(=CC=CC12)C(=O)NC1=C(C=CC(=C1)NC(=O)NC1=CC(=C(C=C1)Cl)C(F)(F)F)C (1-(t-butylamino) N (5 (3 (4 chloro-3-(trifluoromethyl)phenyl)ureido)-2-methylphenyl)isoquinoline-5-carboxamide), N(=C=O)C1=CC(=CC=C1)C(F)(F)F (1-isocyanato-3-(trifluoromethyl)benzene). Yields the product NC1=NC=CC=2C(=CC=CC12)C(=O)NC1=C(C=CC(=C1)NC(=O)NC1=CC(=CC=C1)C(F)(F)F)C (1-amino-N-(2-methyl-5-(3-(3-(trifluoromethyl)phenyl)ureido)phenyl)isoquinoline-5-carboxamide). Isolated yield 9.0%. Reaction SMILES: C([NH:5][C:6]1[C:15]2[CH:14]=[CH:13][CH:12]=[C:11]([C:16]([NH:18][C:19]3[CH:24]=[C:23]([NH:25][C:26]([NH:28][C:29]4[CH:34]=[CH:33][C:32](Cl)=[C:31]([C:36]([F:39])([F:38])[F:37])[CH:30]=4)=[O:27])[CH:22]=[CH:21][C:20]=3[CH3:40])=[O:17])[C:10]=2[CH:9]=[CH:8][N:7]=1)(C)(C)C.N(C1C=CC=C(C(F)(F)F)C=1)=C=O>>[NH2:5][C:6]1[C:15]2[CH:14]=[CH:13][CH:12]=[C:11]([C:16]([NH:18][C:19]3[CH:24]=[C:23]([NH:25][C:26]([NH:28][C:29]4[CH:34]=[CH:33][CH:32]=[C:31]([C:36]([F:38])([F:37])[F:39])[CH:30]=4)=[O:27])[CH:22]=[CH:21][C:20]=3[CH3:40])=[O:17])[C:10]=2[CH:9]=[CH:8][N:7]=1. Reported procedure: The procedures of Steps (1), (2) and (3) of Example 12 and Step (4) of Example 1 were repeated step by step, except for using 1-isocyanato-3-(trifluoromethyl)benzene instead of benzene in Step (1) of Example 12 to obtain the title compound (4.0 mg, 9%). Starting materials: CCOCC, CO, COc1cc2cc3ncc(C#N)c(Cl)c3cc2cc1OC, [H-], Nc1ccc(Cl)cc1Cl, [Na+], CN(C)C=O, O. Yields the product COc1cc2cc3ncc(C#N)c(Nc4ccc(Cl)cc4Cl)c3cc2cc1OC. As a reaction SMILES: [CH3:33][CH2:34][O:35][CH2:36][CH3:37].[CH3:44][OH:45].[Cl:12][c:13]1[c:14]([C:31]#[N:32])[cH:15][n:16][c:17]2[cH:18][c:19]3[c:20]([cH:21][c:22]12)[cH:23][c:24]([O:29][CH3:30])[c:25]([O:27][CH3:28])[cH:26]3.[H-:10].[NH2:1][c:2]1[cH:3][cH:4][c:5]([Cl:6])[cH:7][c:8]1[Cl:9].[Na+:11].[O:38]=[CH:39][N:40]([CH3:41])[CH3:42].[OH2:43]>>[NH:1]([c:2]1[cH:3][cH:4][c:5]([Cl:6])[cH:7][c:8]1[Cl:9])[c:13]1[c:14]([C:31]#[N:32])[cH:15][n:16][c:17]2[cH:18][c:19]3[c:20]([cH:21][c:22]12)[cH:23][c:24]([O:29][CH3:30])[c:25]([O:27][CH3:28])[cH:26]3.